From a dataset of the Open Reaction Database (ORD), a public repository of structured organic reaction records. describe an organic reaction: reactants, conditions, products, and yield Starting materials: C(#C)C1=C(C=C(C=C1)C)[N+](=O)[O-] (1-ethynyl-4-methyl-2-nitro-benzene), BrC=1C=NC=CC1 (3-bromopyridine), Cu(1)I. The reagents and catalysts are Cl[Pd]([P](C1=CC=CC=C1)(C2=CC=CC=C2)C3=CC=CC=C3)([P](C4=CC=CC=C4)(C5=CC=CC=C5)C6=CC=CC=C6)Cl (PdCl2(PPh3)2). Run in TEA. Conditions: temperature 60 celsius, time 4 hour. The product is CC1=CC(=C(C=C1)C#CC=1C=NC=CC1)[N+](=O)[O-] (3-(4-Methyl-2-nitro-phenylethynyl)-pyridine). As a reaction SMILES: Br[C:2]1[CH:3]=[N:4][CH:5]=[CH:6][CH:7]=1.[C:8]([C:10]1[CH:15]=[CH:14][C:13]([CH3:16])=[CH:12][C:11]=1[N+:17]([O-:19])=[O:18])#[CH:9]>Cl[Pd](Cl)([P](C1C=CC=CC=1)(C1C=CC=CC=1)C1C=CC=CC=1)[P](C1C=CC=CC=1)(C1C=CC=CC=1)C1C=CC=CC=1>[CH3:16][C:13]1[CH:14]=[CH:15][C:10]([C:8]#[C:9][C:2]2[CH:3]=[N:4][CH:5]=[CH:6][CH:7]=2)=[C:11]([N+:17]([O-:19])=[O:18])[CH:12]=1 |^1:22,41|. Procedure details: To a stirred solution of 3-bromopyridine (608 mg, 3.85 mmol), PdCl2(PPh3)2 (246 mg, 0.35 mmol), and Cu(1)I (733 mg, 3.85 mmol) was added TEA (10 mL) followed by 1-ethynyl-4-methyl-2-nitro-benzene (564 mg, 3.5 mmol). After stirring at 60° C. for 4 h, the reaction was filtered, and diluted with EtOAc (150 mL) and 10% Na2CO3 (150 mL). The organic layer was washed with brine, dried over MgSO4; filtered, and dried under reduced pressure. The material was purified using a Biotage 40M cartridge eluting... Starting materials: OC1=CC2=C(C=C(O2)C(=O)OC)C=C1 (Methyl 6-hydroxybenzofuran-2-carboxylate), ClCCN1CCCCC1 (1-(2-Chloroethyl)piperidine), C(=O)([O-])[O-].[K+].[K+] (K2CO3), crude product. Solvent: CN(C)C=O (DMF), CC(=O)C (acetone), CCOC(=O)C (AcOEt). Conditions: time 3 day. Product: N1(CCCCC1)CCOC1=CC2=C(C=C(O2)C(=O)OC)C=C1 (Methyl 6-(2-(piperidin-1-yl)ethoxy)benzofuran-2-carboxylate). Yield: 59.8%. Reaction SMILES: [OH:1][C:2]1[CH:14]=[CH:13][C:5]2[CH:6]=[C:7]([C:9]([O:11][CH3:12])=[O:10])[O:8][C:4]=2[CH:3]=1.Cl[CH2:16][CH2:17][N:18]1[CH2:23][CH2:22][CH2:21][CH2:20][CH2:19]1.C([O-])([O-])=O.[K+].[K+]>CN(C=O)C.CC(C)=O.CCOC(C)=O>[N:18]1([CH2:17][CH2:16][O:1][C:2]2[CH:14]=[CH:13][C:5]3[CH:6]=[C:7]([C:9]([O:11][CH3:12])=[O:10])[O:8][C:4]=3[CH:3]=2)[CH2:23][CH2:22][CH2:21][CH2:20][CH2:19]1 |f:2.3.4|. Reported procedure: A solution of 394 (350 mg, 1.82 mmol), 1-(2-Chloroethyl)piperidine (269 mg, 1.82 mmol) and K2CO3 (503 mg, 3.64 mmol) in DMF (10 mL) and acetone (10 mL) was stirred at 60° C. for 3 h and then at room temperature for 3 days (or until completion). The crude product was dissolved in AcOEt and washed with water. The organic layer was separated and dried with Na2SO4, filtered and concentrated under vacuum. The residue was purified via Isco (0-25% MeOH/EtOAc) to afford the title compound 395 as a white... The reactants are ClC1=C(C=CC(=C1)Cl)C=C1SC2=C(NC1=O)C=CC=C2 (2-(2,4-Dichlorophenylmethylidene)-2H-1,4-benzothiazine-3(4H)-one), [OH-].[Na+] (sodium hydroxide), CN(C)CCCl (dimethylaminoethyl chloride). Run in C(C)C(=O)C (methyl ethyl ketone). Yields the product Cl.ClC1=C(C=CC(=C1)Cl)C=C1SC2=C(N(C1)CCN(C)C)C=CC=C2 (2-(2,4-Dichlorophenylmethylidene)-4-(2-dimethylaminoethyl)-2H-1,4-benzothiazine hydrochloride). As a reaction SMILES: [Cl:1][C:2]1[CH:7]=[C:6]([Cl:8])[CH:5]=[CH:4][C:3]=1[CH:9]=[C:10]1[C:15](=O)[NH:14][C:13]2[CH:17]=[CH:18][CH:19]=[CH:20][C:12]=2[S:11]1.[OH-].[Na+].[CH3:23][N:24]([CH2:26][CH2:27]Cl)[CH3:25]>C(C(C)=O)C>[ClH:1].[Cl:1][C:2]1[CH:7]=[C:6]([Cl:8])[CH:5]=[CH:4][C:3]=1[CH:9]=[C:10]1[CH2:15][N:14]([CH2:27][CH2:26][N:24]([CH3:25])[CH3:23])[C:13]2[CH:17]=[CH:18][CH:19]=[CH:20][C:12]=2[S:11]1 |f:1.2,5.6|. Reported procedure: 2-(2,4-Dichlorophenylmethylidene)-2H-1,4-benzothiazine-3(4H)-one (3.0 g) in methyl ethyl ketone (10 ml) was treated with sodium hydroxide (0.98 g) at 80° C. for 30 minutes. The reaction mixture was cooled to room temperature and added with dimethylaminoethyl chloride (1.7 g), refluxed for 3 hours and cooled to 30° C. The organic layer was washed with 20 ml of water two times, dried and evaporated under reduced pressure. The residue was dissolved in 20 ml of isopropyl alcohol and added with 0.9 m...